From a dataset of the Open Reaction Database (ORD), a public repository of structured organic reaction records. describe an organic reaction: reactants, conditions, products, and yield The reactants are CC(C)(C)OC(=O)N1CC(C(=O)O)C1, CS(=O)(=O)N(CC1CC1)c1ccccc1N1CCN(C(=O)C(N)Cc2ccc(Cl)cc2)CC1, CN(C)C=O. Product: CC(C)(C)OC(=O)N1CC(C(=O)NC(Cc2ccc(Cl)cc2)C(=O)N2CCN(c3ccccc3N(CC3CC3)S(C)(=O)=O)CC2)C1. Reaction SMILES: [C:34](=[O:35])([O:36][C:37]([CH3:38])([CH3:39])[CH3:40])[N:41]1[CH2:42][CH:43]([C:45](=[O:46])[OH:47])[CH2:44]1.[NH2:1][CH:2]([C:3](=[O:4])[N:5]1[CH2:6][CH2:7][N:8]([c:11]2[c:12]([N:17]([S:18](=[O:19])(=[O:20])[CH3:21])[CH2:22][CH:23]3[CH2:24][CH2:25]3)[cH:13][cH:14][cH:15][cH:16]2)[CH2:9][CH2:10]1)[CH2:26][c:27]1[cH:28][cH:29][c:30]([Cl:33])[cH:31][cH:32]1.[O:48]=[CH:49][N:50]([CH3:51])[CH3:52]>>[NH:1]([CH:2]([C:3](=[O:4])[N:5]1[CH2:6][CH2:7][N:8]([c:11]2[c:12]([N:17]([S:18](=[O:19])(=[O:20])[CH3:21])[CH2:22][CH:23]3[CH2:24][CH2:25]3)[cH:13][cH:14][cH:15][cH:16]2)[CH2:9][CH2:10]1)[CH2:26][c:27]1[cH:28][cH:29][c:30]([Cl:33])[cH:31][cH:32]1)[C:45]([CH:43]1[CH2:42][N:41]([C:34](=[O:35])[O:36][C:37]([CH3:38])([CH3:39])[CH3:40])[CH2:44]1)=[O:46].